This data is from the Open Reaction Database (ORD), a public repository of structured organic reaction records. The task is: describe an organic reaction: reactants, conditions, products, and yield Reactants: CCOc1cc([N+](=O)[O-])ccc1OC, CCOC(C)=O, [H][H]. Yields the product CCOc1cc(N)ccc1OC. Reaction SMILES: [CH2:1]([CH3:2])[O:3][c:4]1[c:5]([O:13][CH3:14])[cH:6][cH:7][c:8]([N+:10]([O-:11])=[O:12])[cH:9]1.[CH3:17][CH2:18][O:19][C:20](=[O:21])[CH3:22].[H:15][H:16]>>[CH2:1]([CH3:2])[O:3][c:4]1[c:5]([O:13][CH3:14])[cH:6][cH:7][c:8]([NH2:10])[cH:9]1. The reactants are C(C)(=O)NC=1N=C(C2=C(N1)NCC(C2)C(CC2=CC=C(C(=O)N[C@@H](CCC(=O)OCC)C(=O)OCC)C=C2)C)O (diethyl N-(4-[2-(2-acetamido-4-hydroxy-5,6,7,8-tetrahydropyrido[2,3-d]pyrimidin-6-yl)propyl]benzoyl)-L-glutamate). Run in [OH-].[Na+] (sodium hydroxide). Reaction conditions: time 72 hour. The product is NC=1N=C(C2=C(N1)NCC(C2)C(CC2=CC=C(C(=O)N[C@@H](CCC(=O)O)C(=O)O)C=C2)C)O (N-(4-[2-(2-amino-4-hydroxy-5,6,7,8-tetrahydropyrido[2,3-d]pyrimidin-6-yl)propyl]benzoyl)-L-glutamic acid). The yield is 67.3%. As a reaction SMILES: C([NH:4][C:5]1[N:6]=[C:7]([OH:40])[C:8]2[CH2:14][CH:13]([CH:15]([CH3:39])[CH2:16][C:17]3[CH:38]=[CH:37][C:20]([C:21]([NH:23][C@H:24]([C:32]([O:34]CC)=[O:33])[CH2:25][CH2:26][C:27]([O:29]CC)=[O:28])=[O:22])=[CH:19][CH:18]=3)[CH2:12][NH:11][C:9]=2[N:10]=1)(=O)C>[OH-].[Na+]>[NH2:4][C:5]1[N:6]=[C:7]([OH:40])[C:8]2[CH2:14][CH:13]([CH:15]([CH3:39])[CH2:16][C:17]3[CH:18]=[CH:19][C:20]([C:21]([NH:23][C@H:24]([C:32]([OH:34])=[O:33])[CH2:25][CH2:26][C:27]([OH:29])=[O:28])=[O:22])=[CH:37][CH:38]=3)[CH2:12][NH:11][C:9]=2[N:10]=1 |f:1.2|. Procedure details: A homogeneous solution of 17.5 mg of diethyl N-(4-[2-(2-acetamido-4-hydroxy-5,6,7,8-tetrahydropyrido[2,3-d]pyrimidin-6-yl)propyl]benzoyl)-L-glutamate in 2 mL of methanolic sodium hydroxide solution was allowed to stand at room temperature for 72 hours. Most of the solvent was then removed under reduced pressure and the mixture was diluted with water and acidified with acetic acid. The precipitate was collected by filtration, washed with water, and dried under reduced pressure (0.1 mm) for 48 hou... Reactants: C([O-])([O-])=O.[K+].[K+] (Potassium carbonate), 4A, CN(C)C=O (DMF), C(=O)C1=C(C=C(C=C1)OC)OCC#N ((2-formyl-5-methoxyphenyl)oxyacetonitrile). The solvent is O (Water). Run at temperature 100 celsius, time 10 hour. The product is COC1=CC2=C(C=C(O2)C#N)C=C1 (6-Methoxybenzofuran-2-carbonitrile). The yield is 49.4%. RXN SMILES: C(=O)([O-])[O-].[K+].[K+].CN(C=O)C.[CH:12]([C:14]1[CH:19]=[CH:18][C:17]([O:20][CH3:21])=[CH:16][C:15]=1[O:22][CH2:23][C:24]#[N:25])=O>O>[CH3:21][O:20][C:17]1[CH:18]=[CH:19][C:14]2[CH:12]=[C:23]([C:24]#[N:25])[O:22][C:15]=2[CH:16]=1 |f:0.1.2|. Procedure: Potassium carbonate (15.1 g) and molecular sieves 4A (3 g) were added to a DMF solution (100 ml) of (2-formyl-5-methoxyphenyl)oxyacetonitrile (10.4 g), which was stirred at 100° C. for 10 hours. Water was added to the reaction mixture, which was extracted with ethyl acetate. The organic layer was washed with water and a saturated aqueous sodium chloride solution, then dried and concentrated. The residue was purified by silica gel column chromatography (ethyl acetate) to obtain the entitled compo... Reaction SMILES: [CH2:1]([c:2]1[cH:3][cH:4][cH:5][cH:6][cH:7]1)[O:8][c:9]1[cH:10][cH:11][c:12]([CH2:15][C:16]#[N:17])[cH:13][cH:14]1.[O:18]=[C:19]1[CH2:20][CH2:21][CH2:22][CH2:23][CH2:24]1.[O:26]1[CH2:27][CH2:28][CH2:29][CH2:30]1.[OH2:25]>>[CH2:1]([c:2]1[cH:3][cH:4][cH:5][cH:6][cH:7]1)[O:8][c:9]1[cH:10][cH:11][c:12]([CH:15]([C:16]#[N:17])[C:19]2([OH:18])[CH2:20][CH2:21][CH2:22][CH2:23][CH2:24]2)[cH:13][cH:14]1. Starting materials: N#CCc1ccc(OCc2ccccc2)cc1, O=C1CCCCC1, C1CCOC1, O. The product is N#CC(c1ccc(OCc2ccccc2)cc1)C1(O)CCCCC1. Reactants: [Al+3], CCOC(=O)C1(F)CCN(C(=O)OC(C)(C)C)CC1, [H-], [H-], [H-], [H-], [Li+], [Na+], C1CCOC1, [OH-], O. The product is CC(C)(C)OC(=O)N1CCC(F)(CO)CC1. As a reaction SMILES: [Al+3:21].[F:1][C:2]1([C:15](=[O:16])[O:17][CH2:18][CH3:19])[CH2:3][CH2:4][N:5]([C:8](=[O:9])[O:10][C:11]([CH3:12])([CH3:13])[CH3:14])[CH2:6][CH2:7]1.[H-:20].[H-:23].[H-:24].[H-:25].[Li+:22].[Na+:28].[O:29]1[CH2:30][CH2:31][CH2:32][CH2:33]1.[OH-:27].[OH2:26]>>[F:1][C:2]1([CH2:15][OH:16])[CH2:3][CH2:4][N:5]([C:8](=[O:9])[O:10][C:11]([CH3:12])([CH3:13])[CH3:14])[CH2:6][CH2:7]1. Starting materials: CCOC(C)=O, Clc1ccnc2c(Cl)cccc12, Oc1ccccc1Cl. Yields the product Clc1ccccc1Oc1ccnc2c(Cl)cccc12. As a reaction SMILES: [CH3:21][CH2:22][O:23][C:24](=[O:25])[CH3:26].[Cl:1][c:2]1[cH:3][cH:4][n:5][c:6]2[c:7]([Cl:12])[cH:8][cH:9][cH:10][c:11]12.[OH:13][c:14]1[cH:15][cH:16][cH:17][cH:18][c:19]1[Cl:20]>>[c:2]1([O:13][c:14]2[cH:15][cH:16][cH:17][cH:18][c:19]2[Cl:20])[cH:3][cH:4][n:5][c:6]2[c:7]([Cl:12])[cH:8][cH:9][cH:10][c:11]12.